From a dataset of the Open Reaction Database (ORD), a public repository of structured organic reaction records. describe an organic reaction: reactants, conditions, products, and yield Starting materials: ClC1=CC=C(CC23C(C(CC2)(C)C)(C(=O)OC)O3)C=C1 (1-(4-chlorobenzyl)-1,2-epoxy-3,3-dimethyl-2-methoxycarbonylcyclopentane), ClC1=CC=C(CC23C(C(CC2)(C)C)(C(=O)OC)O3)C=C1 (1-(4-chlorobenzyl)-1,2-epoxy-3,3-dimethyl-2-methoxycarbonylcyclopentane), [H-].[Al+3].[Li+].[H-].[H-].[H-] (lithium aluminium hydride), [Cl-].[Al+3].[Cl-].[Cl-] (aluminium chloride), C(C)OCC (diethyl ether), [H-].[Al+3].[Li+].[H-].[H-].[H-] (lithium aluminium hydride). Run in COCCOC (1,2-dimethoxyethane), petroleum, COCCOC (1,2-dimethoxyethane). Conditions: time 30 minute. Product: ClC1=CC=C(CC2C(C(CC2)(C)C)(CO)O)C=C1 (1-(4-chlorobenzyl)-3,3-dimethyl-2-hydroxy-2-hydroxymethylcyclopentane). Yield: 88.2%. As a reaction SMILES: [H-].[Al+3].[Li+].[H-].[H-].[H-].[Cl-].[Al+3].[Cl-].[Cl-].[Cl:11][C:12]1[CH:30]=[CH:29][C:15]([CH2:16][C:17]23[O:28][C:18]2([C:24](OC)=[O:25])[C:19]([CH3:23])([CH3:22])[CH2:20][CH2:21]3)=[CH:14][CH:13]=1.C(OCC)C>COCCOC>[Cl:11][C:12]1[CH:13]=[CH:14][C:15]([CH2:16][CH:17]2[CH2:21][CH2:20][C:19]([CH3:22])([CH3:23])[C:18]2([OH:28])[CH2:24][OH:25])=[CH:29][CH:30]=1 |f:0.1.2.3.4.5,6.7.8.9|. Procedure details: 2.7 g (71 mmols) lithium aluminium hydride were added to a suspension of 2.7 g (24 mmols) aluminium chloride partially dissolved in 120 ml 1,2-dimethoxyethane, the addition of lithium aluminium hydride causing a rise in temperature to 50° C. The resulting slurry was incubated at 50° C. for 30 minutes. A solution of 6.8 g (23 mmols) 1-(4-chlorobenzyl)-1,2-epoxy-3,3-dimethyl-2-methoxycarbonylcyclopentane prepared as described in (g) in 30 ml 1,2-dimethoxyethane was then added over a period of 30 m... Reactants: CO, Cc1ncoc1-c1cccc([N+](=O)[O-])c1. Yields the product Cc1ncoc1-c1cccc(N)c1. RXN SMILES: [CH3:16][OH:17].[CH3:1][c:2]1[n:3][cH:4][o:5][c:6]1-[c:7]1[cH:8][c:9]([N+:13]([O-:14])=[O:15])[cH:10][cH:11][cH:12]1>>[CH3:1][c:2]1[n:3][cH:4][o:5][c:6]1-[c:7]1[cH:8][c:9]([NH2:13])[cH:10][cH:11][cH:12]1.